From a dataset of the Open Reaction Database (ORD), a public repository of structured organic reaction records. describe an organic reaction: reactants, conditions, products, and yield Reactants: C[Al](C)C, Cc1ccccc1, COC(=O)c1cc2nc(NCc3ccccc3Cl)[nH]c2c2c1OC(C)(C)C2, Nc1cc(C(F)(F)F)ccc1F. Yields the product CC1(C)Cc2c(c(C(=O)Nc3cc(C(F)(F)F)ccc3F)cc3nc(NCc4ccccc4Cl)[nH]c23)O1. RXN SMILES: [CH3:40][Al:41]([CH3:42])[CH3:43].[CH3:44][c:45]1[cH:46][cH:47][cH:48][cH:49][cH:50]1.[Cl:1][c:2]1[c:3]([CH2:4][NH:5][c:6]2[n:7][c:8]3[c:9]([nH:10]2)[c:11]2[c:15]([c:16]([C:18](=[O:19])[O:20][CH3:21])[cH:17]3)[O:14][C:13]([CH3:22])([CH3:23])[CH2:12]2)[cH:24][cH:25][cH:26][cH:27]1.[F:28][c:29]1[c:30]([NH2:31])[cH:32][c:33]([C:36]([F:37])([F:38])[F:39])[cH:34][cH:35]1>>[Cl:1][c:2]1[c:3]([CH2:4][NH:5][c:6]2[n:7][c:8]3[c:9]([nH:10]2)[c:11]2[c:15]([c:16]([C:18](=[O:19])[NH:31][c:30]4[c:29]([F:28])[cH:35][cH:34][c:33]([C:36]([F:37])([F:38])[F:39])[cH:32]4)[cH:17]3)[O:14][C:13]([CH3:22])([CH3:23])[CH2:12]2)[cH:24][cH:25][cH:26][cH:27]1. Starting materials: [Na] (sodium), [Cl-].C(C)(C)C1=CC=C(C[P+](C2=CC=CC=C2)(C2=CC=CC=C2)C2=CC=CC=C2)C=C1 (p-isopropylbenzyltriphenylphosphonium chloride), CC(C)=CCCC(C)CC=O (citronellal), [PH5] (phosphorane). Run in C(C)O (ethanol). Yields the product C1(=CC=CC=C1)P(C1=CC=CC=C1)(C1=CC=CC=C1)=O (triphenylphosphineoxide). Reaction SMILES: [Na].[Cl-].C(C1C=CC(C[P+:11]([C:24]2[CH:29]=[CH:28][CH:27]=[CH:26][CH:25]=2)([C:18]2[CH:23]=[CH:22][CH:21]=[CH:20][CH:19]=2)[C:12]2[CH:17]=[CH:16][CH:15]=[CH:14][CH:13]=2)=CC=1)(C)C.[PH5].CC(=CCCC(CC=[O:43])C)C>C(O)C>[C:24]1([P:11](=[O:43])([C:18]2[CH:19]=[CH:20][CH:21]=[CH:22][CH:23]=2)[C:12]2[CH:13]=[CH:14][CH:15]=[CH:16][CH:17]=2)[CH:29]=[CH:28][CH:27]=[CH:26][CH:25]=1 |f:1.2,^1:0|. Procedure: To a stirred solution of sodium (21 g, 0.9 at) in 1500 ml of absolute ethanol was added 388 g of p-isopropylbenzyltriphenylphosphonium chloride. The resulting phosphorane solution was cooled to 15°-20° C. (The light orange color fades when the temperature is lowered-) Freshly vacuum distilled citronellal (150 g, 1 mol.) was added dropwise while keeping the reaction mixture at reflux for 4 hours. The cooled reaction mixture was filtered to remove sodium chloride, most of the alcohol was distilled... Starting materials: S1C=NC=C1NC(OC(C)(C)C)=O (tert-butyl thiazol-5-ylcarbamate), BrN1C(CCC1=O)=O (N-bromosuccinimide). The solvent is C(Cl)(Cl)Cl (chloroform). Run at time 1 hour. Product: BrC=1N=CSC1NC(OC(C)(C)C)=O (tert-Butyl 4-bromothiazol-5-ylcarbamate). RXN SMILES: [S:1]1[C:5]([NH:6][C:7](=[O:13])[O:8][C:9]([CH3:12])([CH3:11])[CH3:10])=[CH:4][N:3]=[CH:2]1.[Br:14]N1C(=O)CCC1=O>C(Cl)(Cl)Cl>[Br:14][C:4]1[N:3]=[CH:2][S:1][C:5]=1[NH:6][C:7](=[O:13])[O:8][C:9]([CH3:10])([CH3:12])[CH3:11]. Procedure: To a solution of tert-butyl thiazol-5-ylcarbamate (WO 2007/071955) (607 mg, 3.0 mmol) in chloroform (50 mL) was added N-bromosuccinimide (542 mg, 3.04 mmol) at 0° C. After 1 h, reaction was quenched by addition of saturated NaHCO3 solution (50 mL). The layers were separated, and the mixture extracted with CHCl3 (3×50 mL). The combined organic extracts were dried (MgSO4), filtered and concentrated. 1H NMR (CDCl3) δ8.37 (d, J=0.6 Hz, 1H), 7.05 (br s, 1H), 1.55 (s, 9H); MH+ 278.9. The reactants are CC(=O)OC1C(NC(=O)C(=NOC(C)C)c2csc(NC(=O)CCl)n2)C(=O)N1S(=O)(=O)[O-], CSC(N)=S, [Na+], [Na], O. Product: CC(=O)OC1C(NC(=O)C(=NOC(C)C)c2csc(N)n2)C(=O)N1S(=O)(=O)[O-], [Na+]. Reaction SMILES: [C:1]([CH3:2])(=[O:3])[O:4][CH:5]1[CH:6]([NH:14][C:15]([C:16](=[N:17][O:18][CH:19]([CH3:20])[CH3:21])[c:22]2[n:23][c:24]([NH:27][C:28](=[O:29])[CH2:30][Cl:31])[s:25][cH:26]2)=[O:32])[C:7](=[O:13])[N:8]1[S:9](=[O:10])(=[O:11])[O-:12].[CH3:34][S:35][C:36](=[S:37])[NH2:38].[Na+:33].[Na:39].[OH2:40]>>[C:1]([CH3:2])(=[O:3])[O:4][CH:5]1[CH:6]([NH:14][C:15]([C:16](=[N:17][O:18][CH:19]([CH3:20])[CH3:21])[c:22]2[n:23][c:24]([NH2:27])[s:25][cH:26]2)=[O:32])[C:7](=[O:13])[N:8]1[S:9](=[O:10])(=[O:11])[O-:12].[Na+:33]. The reactants are C[Si](C)(C)Cl (trimethylsilyl chloride), [OH-].C1(CCCCC1)[Sn+](C1CCCCC1)C1CCCCC1 (tricyclohexyltin hydroxide). The product is C1(CCCCC1)[Sn](C1CCCCC1)(C1CCCCC1)Cl (Tricyclohexyltin Chloride). RXN SMILES: C[Si]([Cl:5])(C)C.[OH-].[CH:7]1([Sn+:13]([CH:20]2[CH2:25][CH2:24][CH2:23][CH2:22][CH2:21]2)[CH:14]2[CH2:19][CH2:18][CH2:17][CH2:16][CH2:15]2)[CH2:12][CH2:11][CH2:10][CH2:9][CH2:8]1>>[CH:20]1([Sn:13]([Cl:5])([CH:7]2[CH2:8][CH2:9][CH2:10][CH2:11][CH2:12]2)[CH:14]2[CH2:19][CH2:18][CH2:17][CH2:16][CH2:15]2)[CH2:21][CH2:22][CH2:23][CH2:24][CH2:25]1 |f:1.2|. Procedure details: In a 500 mL three-necked flask, trimethylsilyl chloride (170 g, 109 mmol) was added to tricyclohexyltin hydroxide (80 g, 133 mmol) and heated at reflux during 18 hours. After distillation of trimethylsilyl chloride in excess and hexamethyldisiloxane under reduced pressure, the crude product was recrystallized in petroleum ether. White needles were obtained (39.82 g, 79.6 mmol). Reactants: [Al+3], CC(C)(C)[Si](C)(C)Oc1ccc2c3c1OC1C(O[Si](C)(C)C(C)(C)C)C=CC4C(C2)N(CCC#N)CCC341, CCOCC, [H-], [H-], [H-], [H-], [Li+], [Na+], [OH-]. Yields the product CC(C)(C)[Si](C)(C)Oc1ccc2c3c1OC1C(O[Si](C)(C)C(C)(C)C)C=CC4C(C2)N(CCCN)CCC341. Reaction SMILES: [Al+3:40].[C:1]([CH3:2])([CH3:3])([CH3:4])[Si:5]([O:6][c:7]1[cH:8][cH:9][c:10]2[c:19]3[c:20]1[O:21][CH:17]1[CH:16]([O:29][Si:30]([CH3:31])([CH3:32])[C:33]([CH3:34])([CH3:35])[CH3:36])[CH:15]=[CH:14][CH:13]4[CH:12]([CH2:11]2)[N:24]([CH2:25][CH2:26][C:27]#[N:28])[CH2:23][CH2:22][C:18]413)([CH3:37])[CH3:38].[CH2:47]([O:48][CH2:49][CH3:50])[CH3:51].[H-:39].[H-:42].[H-:43].[H-:44].[Li+:41].[Na+:46].[OH-:45]>>[C:1]([CH3:2])([CH3:3])([CH3:4])[Si:5]([O:6][c:7]1[cH:8][cH:9][c:10]2[c:19]3[c:20]1[O:21][CH:17]1[CH:16]([O:29][Si:30]([CH3:31])([CH3:32])[C:33]([CH3:34])([CH3:35])[CH3:36])[CH:15]=[CH:14][CH:13]4[CH:12]([CH2:11]2)[N:24]([CH2:25][CH2:26][CH2:27][NH2:28])[CH2:23][CH2:22][C:18]413)([CH3:37])[CH3:38]. The reactants are CCNCC, CN(C)C=O, CC(C)c1nnc2c(Cl)nc3ccccc3n12. The product is CCN(CC)c1nc2ccccc2n2c(C(C)C)nnc12. As a reaction SMILES: [CH2:18]([CH3:19])[NH:20][CH2:21][CH3:22].[CH3:23][N:24]([CH3:25])[CH:26]=[O:27].[Cl:1][c:2]1[c:3]2[n:4]([c:5]3[cH:6][cH:7][cH:8][cH:9][c:10]3[n:11]1)[c:12]([CH:15]([CH3:16])[CH3:17])[n:13][n:14]2>>[c:2]1([N:20]([CH2:18][CH3:19])[CH2:21][CH3:22])[c:3]2[n:4]([c:5]3[cH:6][cH:7][cH:8][cH:9][c:10]3[n:11]1)[c:12]([CH:15]([CH3:16])[CH3:17])[n:13][n:14]2. Reactants: C(#N)C=1C=C2CC(CC2=CC1)CNCCNC(OC(C)(C)C)=O (tert-Butyl (2-{[(5-cyano-2,3-dihydro-1H-inden-2-yl)methyl]amino}ethyl)carbamate), ClCC(=O)Cl (chloro-acetyl chloride), TEA. Solvent: C(Cl)Cl (DCM), C(Cl)Cl (DCM). Conditions: time 12 hour. Product: ClCC(=O)N(CCNC(OC(C)(C)C)=O)CC1CC2=CC=C(C=C2C1)C#N (tert-Butyl (2-{(chloroacetyl)[(5-cyano-2,3-dihydro-1H-inden-2-yl)methyl]amino}ethyl)carbamate). Reaction SMILES: [C:1]([C:3]1[CH:4]=[C:5]2[C:9](=[CH:10][CH:11]=1)[CH2:8][CH:7]([CH2:12][NH:13][CH2:14][CH2:15][NH:16][C:17](=[O:23])[O:18][C:19]([CH3:22])([CH3:21])[CH3:20])[CH2:6]2)#[N:2].[Cl:24][CH2:25][C:26](Cl)=[O:27]>C(Cl)Cl>[Cl:24][CH2:25][C:26]([N:13]([CH2:12][CH:7]1[CH2:6][C:5]2[C:9](=[CH:10][CH:11]=[C:3]([C:1]#[N:2])[CH:4]=2)[CH2:8]1)[CH2:14][CH2:15][NH:16][C:17](=[O:23])[O:18][C:19]([CH3:20])([CH3:22])[CH3:21])=[O:27]. Reported procedure: A mixture of tert-Butyl (2-{[(5-cyano-2,3-dihydro-1H-inden-2-yl)methyl]amino}ethyl)carbamate (460 mg, 1.5 mmol), chloro-acetyl chloride (180 mg, 1.6 mmol) and TEA (590 mg, 5.8 mmol) in 30 mL DCM was stirred at RT for 12 hours. The mixture was diluted with 50 mL DCM and then washed with water and brine, dried over anhydrous Na2SO4 and concentrated. The residue was purified via prep-TLC (EA/PE=1:1) to give the title compound. MS m/z: 392 [M+1]+. Reactants: Cc1ccc(N)cc1-c1ccc2c(OC(C)C(F)(F)F)nncc2c1, Cl, [I-], [K+], O=N[O-], [Na+], O. Product: Cc1ccc(I)cc1-c1ccc2c(OC(C)C(F)(F)F)nncc2c1. RXN SMILES: [CH3:1][c:2]1[c:3](-[c:9]2[cH:10][c:11]3[cH:12][n:13][n:14][c:15]([O:19][CH:20]([C:21]([F:22])([F:23])[F:24])[CH3:25])[c:16]3[cH:17][cH:18]2)[cH:4][c:5]([NH2:8])[cH:6][cH:7]1.[ClH:32].[I-:31].[K+:30].[N:26]([O-:27])=[O:28].[Na+:29].[OH2:33]>>[CH3:1][c:2]1[c:3](-[c:9]2[cH:10][c:11]3[cH:12][n:13][n:14][c:15]([O:19][CH:20]([C:21]([F:22])([F:23])[F:24])[CH3:25])[c:16]3[cH:17][cH:18]2)[cH:4][c:5]([I:31])[cH:6][cH:7]1. RXN SMILES: [C:1]([C:4]1[C:12]2[C:7](=[CH:8][CH:9]=[CH:10][CH:11]=2)[NH:6][C:5]=1[Cl:13])(=[O:3])[CH3:2].[H-].[Na+].[CH3:16][O:17][CH2:18][CH2:19][O:20][CH2:21]Cl>C1COCC1>[C:1]([C:4]1[C:12]2[C:7](=[CH:8][CH:9]=[CH:10][CH:11]=2)[N:6]([CH2:16][O:17][CH2:18][CH2:19][O:20][CH3:21])[C:5]=1[Cl:13])(=[O:3])[CH3:2] |f:1.2|. The reactants are [H-].[Na+] (NaH), C(C)(=O)C1=C(NC2=CC=CC=C12)Cl (3-Acetyl-2-chloroindole), COCCOCCl ((2-methyloxyethyl)oxymethylchlorid), [H-].[Na+] (NaH). The yield is 84.5%. Procedure: 1 g of (75) was dissolved in 25 ml THF. 250 mg NaH was added, and then 1.87 g of (2-methyloxyethyl)oxymethylchlorid. The reaction was left with stirring overnight, another 100 mg NaH was added, and the reaciton continued another 4 hours. The reaction mixture was added to a 2N K2 CO3 solution and extracted with toluene. The organic phase was washed with water and brine, dried and evaporated. The resulting oil was extracted twice with boiling heptane, cooled, filtered, and evaporated giving 1.23 g... The product is C(C)(=O)C1=C(N(C2=CC=CC=C12)COCCOC)Cl (3-Acetyl-2-chloro-1-(2-methoxyethoxymethyl)indole). Run at time 8 hour. The solvent is C1CCOC1 (THF).